From a dataset of the Open Reaction Database (ORD), a public repository of structured organic reaction records. describe an organic reaction: reactants, conditions, products, and yield The reactants are COC(C)(C)C, C[O-], Cl, CCOC(=O)C(F)(F)F, [Na+], CC(=O)c1ccc(-c2cocn2)cc1. Yields the product O=C(CC(=O)C(F)(F)F)c1ccc(-c2cocn2)cc1. RXN SMILES: [C:28]([O:29][CH3:30])([CH3:31])([CH3:32])[CH3:33].[CH3:24][O-:25].[ClH:27].[F:15][C:16]([C:17](=[O:18])[O:19][CH2:20][CH3:21])([F:22])[F:23].[Na+:26].[o:1]1[cH:2][n:3][c:4](-[c:6]2[cH:7][cH:8][c:9]([C:12]([CH3:13])=[O:14])[cH:10][cH:11]2)[cH:5]1>>[o:1]1[cH:2][n:3][c:4](-[c:6]2[cH:7][cH:8][c:9]([C:12]([CH2:13][C:17]([C:16]([F:15])([F:22])[F:23])=[O:18])=[O:14])[cH:10][cH:11]2)[cH:5]1.